Dataset: the Open Reaction Database (ORD), a public repository of structured organic reaction records. Task: describe an organic reaction: reactants, conditions, products, and yield Starting materials: C(C1=CC=CC=C1)ON=C1C[C@H](N(C1)C(=O)OC(C)(C)C)C(=O)O ((2S,4EZ)-4-[(benzyloxy)imino]-1-(tert-butoxycarbonyl)-2-pyrrolidinecarboxylic acid), O(C1=CC=CC=C1)CC(=O)Cl (phenoxyacetyl chloride), C(C)(C)(C)N (tert-butylamine). Product: C(C1=CC=CC=C1)ON=C1C[C@H](N(C1)C(COC1=CC=CC=C1)=O)C(=O)NC(C)(C)C ((2S,4EZ)-4-[(benzyloxy)imino]-N-(tert-butyl)-1-(phenoxyacetyl)-2-pyrrolidinecarboxamide). Reaction SMILES: [CH2:1]([O:8][N:9]=[C:10]1[CH2:14][N:13]([C:15]([O:17]C(C)(C)C)=O)[C@H:12]([C:22]([OH:24])=O)[CH2:11]1)[C:2]1[CH:7]=[CH:6][CH:5]=[CH:4][CH:3]=1.[O:25]([CH2:32]C(Cl)=O)[C:26]1[CH:31]=[CH:30][CH:29]=[CH:28][CH:27]=1.[C:36]([NH2:40])([CH3:39])([CH3:38])[CH3:37]>>[CH2:1]([O:8][N:9]=[C:10]1[CH2:14][N:13]([C:15](=[O:17])[CH2:32][O:25][C:26]2[CH:27]=[CH:28][CH:29]=[CH:30][CH:31]=2)[C@H:12]([C:22]([NH:40][C:36]([CH3:39])([CH3:38])[CH3:37])=[O:24])[CH2:11]1)[C:2]1[CH:3]=[CH:4][CH:5]=[CH:6][CH:7]=1. Procedure details: Following the general method as outlined in Example 22, starting from (2S,4EZ)-4-[(benzyloxy)imino]-1-(tert-butoxycarbonyl)-2-pyrrolidinecarboxylic acid, phenoxyacetyl chloride, and tert-butylamine the title compound was obtained in 100% purity by LC/MS. MS(ESI+): m/z=424.2. Reactants: aluminium salts, [OH-].[K+] (KOH), [H-].COCCO[Al+]OCCOC.[Na+].[H-] (sodium bis-(2-methoxyethoxy)aluminium hydride), COCCO[AlH2-]OCCOC.[Na+] (Red-Al), COC1=CC=CC=2C=3CCC(N(C3CCC21)C)=O (7-methoxy-4-methyl-1,4,5,6-tetrahydro-2H-benzo[f]quinoline-3-one). Run in O (Water), C1(=CC=CC=C1)C (toluene), C1(=CC=CC=C1)C (toluene). The product is COC1=CC=CC=2C=3CCCN(C3CCC21)C (7-Methoxy-4-methyl-1,2,3,4,5,6-hexahydrobenzo[f]quinoline). The yield is 58.2%. Reaction SMILES: [H-].COCCO[Al+]OCCOC.[Na+].[H-].COCCO[AlH2-]OCCOC.[Na+].[CH3:27][O:28][C:29]1[C:42]2[CH2:41][CH2:40][C:39]3[N:38]([CH3:43])[C:37](=O)[CH2:36][CH2:35][C:34]=3[C:33]=2[CH:32]=[CH:31][CH:30]=1.[OH-].[K+]>C1(C)C=CC=CC=1.O>[CH3:27][O:28][C:29]1[C:42]2[CH2:41][CH2:40][C:39]3[N:38]([CH3:43])[CH2:37][CH2:36][CH2:35][C:34]=3[C:33]=2[CH:32]=[CH:31][CH:30]=1 |f:0.1.2.3,4.5,7.8|. Procedure: A solution of sodium bis-(2-methoxyethoxy)aluminium hydride in toluene (Red-Al, 65% wt, 37.2 ml, 124 mmol) was added to a stirred solution of 7-methoxy-4-methyl-1,4,5,6-tetrahydro-2H-benzo[f]quinoline-3-one (10 g, 41.2 mmol) in toluene (200 ml). The mixture was heated at reflux, under argon for 6 h and allowed to cool. Water (7 ml) was added dropwise with ice cooling and the aluminium salts dissolved by addition of 50% KOH (37 ml). The organic phase was separated, washed with water (2×100 ml), d... Reactants: C(C)OC(C(CC1=CC=C(C=C1)O)(OC1=CC(=CC=C1)C(F)(F)F)C)=O (3-(4-hydroxy-phenyl)-2-methyl-2-(3-trifluoromethyl-phenoxy)-propionic acid ethyl ester), C1(=CC=CC=C1)C=1OC(=C(N1)CCOS(=O)(=O)C1=CC=C(C=C1)C)C (toluene-4-sulfonic acid 2-(2-phenyl-5-methyl-oxazol-4-yl)-ethyl ester). Product: CC(C(=O)O)(CC1=CC=C(C=C1)OCCC=1N=C(OC1C)C1=CC=CC=C1)OC1=CC(=CC=C1)C(F)(F)F (2-Methyl-3-{4-[2-(5-methyl-2-phenyl-oxazol-4-yl)-ethoxy]-phenyl}-2-(3-trifluoromethyl-phenoxy)-propionic acid). RXN SMILES: C([O:3][C:4](=[O:26])[C:5]([CH3:25])([O:14][C:15]1[CH:20]=[CH:19][CH:18]=[C:17]([C:21]([F:24])([F:23])[F:22])[CH:16]=1)[CH2:6][C:7]1[CH:12]=[CH:11][C:10]([OH:13])=[CH:9][CH:8]=1)C.[C:27]1([C:33]2[O:34][C:35]([CH3:51])=[C:36]([CH2:38][CH2:39]OS(C3C=CC(C)=CC=3)(=O)=O)[N:37]=2)[CH:32]=[CH:31][CH:30]=[CH:29][CH:28]=1>>[CH3:25][C:5]([O:14][C:15]1[CH:20]=[CH:19][CH:18]=[C:17]([C:21]([F:23])([F:24])[F:22])[CH:16]=1)([CH2:6][C:7]1[CH:8]=[CH:9][C:10]([O:13][CH2:39][CH2:38][C:36]2[N:37]=[C:33]([C:27]3[CH:32]=[CH:31][CH:30]=[CH:29][CH:28]=3)[O:34][C:35]=2[CH3:51])=[CH:11][CH:12]=1)[C:4]([OH:3])=[O:26]. Reported procedure: Standard Procedure (B) was utilized to prepare the title compound from 3-(4-hydroxy-phenyl)-2-methyl-2-(3-trifluoromethyl-phenoxy)-propionic acid ethyl ester and toluene-4-sulfonic acid 2-(2-phenyl-5-methyl-oxazol-4-yl)-ethyl ester. 1H NMR (400 MHz, CDCl3) δ 7.99-7.97 (m, 2H), 7.50-7.46 (m, 3H), 7.33 (t, 1H, J=8.21 Hz), 7.26-7.24 (m, 1H), 7.17 (d, 2H, J=8.60 Hz), 7.14-7.12 (m, 1H), 7.04-7.01 (m, 1H), 6.81 (d, 2H, J=8.60 Hz), 4.20 (t, 2H, J=5.87 Hz), 3.27 (d, 1H, J=14.08 Hz), 3.14 (d, 1H, J=14.08... Starting materials: CC(C)(C)OC(=O)NC(CCc1nc(-c2ccc3c(c2)CC(=O)N3)no1)Cc1ccc(C(F)(F)F)cc1, ClCCl, O=C(O)C(F)(F)F. The product is NC(CCc1nc(-c2ccc3c(c2)CC(=O)N3)no1)Cc1ccc(C(F)(F)F)cc1. RXN SMILES: [C:1]([O:2][C:3](=[O:4])[NH:7][CH:8]([CH2:9][c:10]1[cH:11][cH:12][c:13]([C:16]([F:17])([F:18])[F:19])[cH:14][cH:15]1)[CH2:20][CH2:21][c:22]1[n:23][c:24](-[c:27]2[cH:28][c:29]3[c:33]([cH:34][cH:35]2)[NH:32][C:31](=[O:36])[CH2:30]3)[n:25][o:26]1)([CH3:5])([CH3:6])[CH3:37].[Cl:45][CH2:46][Cl:47].[F:38][C:39]([F:40])([F:41])[C:42]([OH:43])=[O:44]>>[NH2:7][CH:8]([CH2:9][c:10]1[cH:11][cH:12][c:13]([C:16]([F:17])([F:18])[F:19])[cH:14][cH:15]1)[CH2:20][CH2:21][c:22]1[n:23][c:24](-[c:27]2[cH:28][c:29]3[c:33]([cH:34][cH:35]2)[NH:32][C:31](=[O:36])[CH2:30]3)[n:25][o:26]1. Reactants: O=Cc1cn(-c2ccccc2)nc1OCc1ccccc1, C1CCNCC1, CCO, O=C1CSC(=O)N1. Product: O=C1NC(=O)C(=Cc2cn(-c3ccccc3)nc2OCc2ccccc2)S1. As a reaction SMILES: [CH2:1]([c:2]1[cH:3][cH:4][cH:5][cH:6][cH:7]1)[O:8][c:9]1[n:10][n:11](-[c:16]2[cH:17][cH:18][cH:19][cH:20][cH:21]2)[cH:12][c:13]1[CH:14]=[O:15].[CH2:29]1[CH2:30][CH2:31][NH:32][CH2:33][CH2:34]1.[CH3:35][CH2:36][OH:37].[O:22]=[C:23]1[CH2:24][S:25][C:26](=[O:27])[NH:28]1>>[CH2:1]([c:2]1[cH:3][cH:4][cH:5][cH:6][cH:7]1)[O:8][c:9]1[n:10][n:11](-[c:16]2[cH:17][cH:18][cH:19][cH:20][cH:21]2)[cH:12][c:13]1[CH:14]=[C:24]1[C:23](=[O:22])[NH:28][C:26](=[O:27])[S:25]1. Reactants: ClC=1N=C(C2=C(N1)CN(C2)C(=O)OC)N2[C@H](COCC2)C ((S)-methyl 2-chloro-4-(3-methylmorpholino)-5H-pyrrolo[3,4-d]pyrimidine-6(7H)-carboxylate), FC=1C=C(C=CC1B1OC(C(O1)(C)C)(C)C)NC(=O)NCCF (1-(3-fluoro-4-(4,4,5,5-tetramethyl-1,3,2-dioxaborolan-2-yl)phenyl)-3-(2-fluoroethyl)urea), ClC=1N=C(C2=C(N1)CN(C2)C(=O)OC)N2[C@H](COCC2)C ((S)-methyl 2-chloro-4-(3-methylmorpholino)-5H-pyrrolo[3,4-d]pyrimidine-6(7H)-carboxylate), FC=1C=C(C=CC1B1OC(C(O1)(C)C)(C)C)NC(=O)NCCF (1-(3-fluoro-4-(4,4,5,5-tetramethyl-1,3,2-dioxaborolan-2-yl)phenyl)-3-(2-fluoroethyl)urea). Yields the product FC1=C(C=CC(=C1)NC(=O)NCCF)C=1N=C(C2=C(N1)CN(C2)C(=O)OC)N2[C@H](COCC2)C ((S)-methyl 2-(2-fluoro-4-(3-(2-fluoroethyl)ureido)phenyl)-4-(3-methylmorpholino)-5H-pyrrolo[3,4-d]pyrimidine-6(7H)-carboxylate). The yield is 5.0%. Reaction SMILES: Cl[C:2]1[N:3]=[C:4]([N:15]2[CH2:20][CH2:19][O:18][CH2:17][C@@H:16]2[CH3:21])[C:5]2[CH2:10][N:9]([C:11]([O:13][CH3:14])=[O:12])[CH2:8][C:6]=2[N:7]=1.[F:22][C:23]1[CH:24]=[C:25]([NH:38][C:39]([NH:41][CH2:42][CH2:43][F:44])=[O:40])[CH:26]=[CH:27][C:28]=1B1OC(C)(C)C(C)(C)O1>>[F:22][C:23]1[CH:24]=[C:25]([NH:38][C:39]([NH:41][CH2:42][CH2:43][F:44])=[O:40])[CH:26]=[CH:27][C:28]=1[C:2]1[N:3]=[C:4]([N:15]2[CH2:20][CH2:19][O:18][CH2:17][C@@H:16]2[CH3:21])[C:5]2[CH2:10][N:9]([C:11]([O:13][CH3:14])=[O:12])[CH2:8][C:6]=2[N:7]=1. Procedure: Method as described for example 147 using (S)-methyl 2-chloro-4-(3-methylmorpholino)-5H-pyrrolo[3,4-d]pyrimidine-6(7H)-carboxylate (intermediate 26) and 1-(3-fluoro-4-(4,4,5,5-tetramethyl-1,3,2-dioxaborolan-2-yl)phenyl)-3-(2-fluoroethyl)urea (intermediate 31) as starting materials. The crude reaction mixture was purified by SCX-2 cartridge (loaded in MeOH eluted with 2M methanolic ammonia). Ammonia eluent was concentrated in vacuo. Residue was then purified by prep. HPLC at low pH to afford a br... The reactants are SCCC(=O)OC (methyl 3-mercaptopropanoate), COC(C(=O)OC)C(C1=C(C=CC=C1)CCCCCCCCC1=CC=CC=C1)O (Methyl 2-methoxy-3-hydroxy-3-[2-(8-phenyloctyl)phenyl]propanoate). Solvent: FC(C(=O)O)(F)F (trifluoroacetic acid). Conditions: time 10 minute. Product: COC(C(=O)O)C(C1=C(C=CC=C1)CCCCCCCCC1=CC=CC=C1)SCCC(=O)O (2-Methoxy-3-(2-carboxyethylthio)-3-[2-(8-phenyloctyl)phenyl]propanoic acid). RXN SMILES: [SH:1][CH2:2][CH2:3][C:4]([O:6]C)=[O:5].[CH3:8][O:9][CH:10]([CH:15](O)[C:16]1[CH:21]=[CH:20][CH:19]=[CH:18][C:17]=1[CH2:22][CH2:23][CH2:24][CH2:25][CH2:26][CH2:27][CH2:28][CH2:29][C:30]1[CH:35]=[CH:34][CH:33]=[CH:32][CH:31]=1)[C:11]([O:13]C)=[O:12]>FC(F)(F)C(O)=O>[CH3:8][O:9][CH:10]([CH:15]([S:1][CH2:2][CH2:3][C:4]([OH:6])=[O:5])[C:16]1[CH:21]=[CH:20][CH:19]=[CH:18][C:17]=1[CH2:22][CH2:23][CH2:24][CH2:25][CH2:26][CH2:27][CH2:28][CH2:29][C:30]1[CH:31]=[CH:32][CH:33]=[CH:34][CH:35]=1)[C:11]([OH:13])=[O:12]. Reported procedure: To trifluoroacetic acid (100 ml) under argon and cooled to 0° C., was added methyl 3-mercaptopropanoate (0.5 ml, 4.5 mmoles). The mixture was stirred for 10 minutes, after which the ice bath was removed. Methyl 2-methoxy-3-hydroxy-3-[2-(8-phenyloctyl)phenyl]propanoate (1.5 g, 4 mmoles) was added and the mixture stirred for 18 hours. The reaction mixture was evaporated and diluted in methylene chloride. The organic layer was washed with 10% sodium hydroxide (ice cold) followed by ice water. The o... Starting materials: FC(S(=O)(=O)OC1=NC=C(N=C1C=1NC2=CC=CC(=C2C1)F)C=1C(=CC2=C(C(=C(O2)C2=CC=C(C=C2)F)C(NC)=O)C1)N(S(=O)(=O)C)C)(F)F (3-(4-fluoro-1H-indol-2-yl)-5-(2-(4-fluorophenyl)-3-(methylcarbamoyl)-6-(N-methylmethylsulfonamido)benzofuran-5-yl)pyrazin-2-yl trifluoromethanesulfonate), C(CCC)[Sn](C=C)(CCCC)CCCC (tributyl(vinyl)stannane), [Li+].[Cl-] (LiCl). Reagents/catalysts: Cl[Pd]([P](C1=CC=CC=C1)(C2=CC=CC=C2)C3=CC=CC=C3)([P](C4=CC=CC=C4)(C5=CC=CC=C5)C6=CC=CC=C6)Cl (Pd(PPh3)2Cl2). Solvent: CN(C)C=O (DMF). Reaction conditions: temperature 60 celsius, time 1 hour. Product: FC1=C2C=C(NC2=CC=C1)C1=C(N=CC(=N1)C=1C(=CC2=C(C(=C(O2)C2=CC=C(C=C2)F)C(=O)NC)C1)N(S(=O)(=O)C)C)C=C (5-(6-(4-fluoro-1H-indol-2-yl)-5-vinylpyrazin-2-yl)-2-(4-fluorophenyl)-N-methyl-6-(N-methylmethylsulfonamido)benzofuran-3-carboxamide). Isolated yield 61.1%. Reaction SMILES: FC(F)(F)S(O[C:7]1[C:12]([C:13]2[NH:14][C:15]3[C:20]([CH:21]=2)=[C:19]([F:22])[CH:18]=[CH:17][CH:16]=3)=[N:11][C:10]([C:23]2[C:24]([N:43]([CH3:48])[S:44]([CH3:47])(=[O:46])=[O:45])=[CH:25][C:26]3[O:30][C:29]([C:31]4[CH:36]=[CH:35][C:34]([F:37])=[CH:33][CH:32]=4)=[C:28]([C:38](=[O:41])[NH:39][CH3:40])[C:27]=3[CH:42]=2)=[CH:9][N:8]=1)(=O)=O.[CH2:51]([Sn](CCCC)(CCCC)C=C)[CH2:52]CC.[Li+].[Cl-]>CN(C=O)C.Cl[Pd](Cl)([P](C1C=CC=CC=1)(C1C=CC=CC=1)C1C=CC=CC=1)[P](C1C=CC=CC=1)(C1C=CC=CC=1)C1C=CC=CC=1>[F:22][C:19]1[CH:18]=[CH:17][CH:16]=[C:15]2[C:20]=1[CH:21]=[C:13]([C:12]1[N:11]=[C:10]([C:23]3[C:24]([N:43]([CH3:48])[S:44]([CH3:47])(=[O:45])=[O:46])=[CH:25][C:26]4[O:30][C:29]([C:31]5[CH:36]=[CH:35][C:34]([F:37])=[CH:33][CH:32]=5)=[C:28]([C:38]([NH:39][CH3:40])=[O:41])[C:27]=4[CH:42]=3)[CH:9]=[N:8][C:7]=1[CH:51]=[CH2:52])[NH:14]2 |f:2.3,^1:75,94|. Procedure details: To a mixture of 3-(4-fluoro-1H-indol-2-yl)-5-(2-(4-fluorophenyl)-3-(methylcarbamoyl)-6-(N-methylmethylsulfonamido)benzofuran-5-yl)pyrazin-2-yl trifluoromethanesulfonate (30 mg, 0.04 mmol), tributyl(vinyl)stannane (16 mg, 0.05 mmol) and LiCl (5 mg, 0.12 mmol) in DMF (1 mL) was added Pd(PPh3)2Cl2 (5 mg) under nitrogen atmosphere. The reaction mixture was stirred at 60° C. for 1 h, concentrated and purified by prep-TLC (PE:EA=1:1) to give 5-(6-(4-fluoro-1H-indol-2-yl)-5-vinylpyrazin-2-yl)-2-(4-fluo... Reactants: [Cl-].[Mg+2].[Cl-] (magnesium chloride), resultant suspension, C1(=CC=CC2=CC=CC=C12)OCCCN1C(=CC2=C(C=CC=C12)C1=C(C=CC=C1)C)C(=O)O (1-(3-(naphthalen-1-yloxy)propyl)-4-o-tolyl-1H-indole-2-carboxylic acid), C(=O)(N1C=NC=C1)N1C=NC=C1 (1,1′-carbonyldiimidazole), C(CC(=O)[O-])(=O)OCC.[K+] (potassium ethyl malonate). The solvent is O1CCCC1 (tetrahydrofuran), C(C)#N (acetonitrile), C(C)N(CC)CC (triethylamine). Conditions: time 4 hour. Yields the product C1(=CC=CC2=CC=CC=C12)OCCCN1C(=CC2=C(C=CC=C12)C1=C(C=CC=C1)C)C(CC(=O)OCC)=O (ethyl 3-(1-(3-(naphthalen-1-yloxy)propyl)-4-o-tolyl-1H-indol-2-yl)-3-oxopropanoate). As a reaction SMILES: [C:1]1([O:11][CH2:12][CH2:13][CH2:14][N:15]2[C:23]3[C:18](=[C:19]([C:24]4[CH:29]=[CH:28][CH:27]=[CH:26][C:25]=4[CH3:30])[CH:20]=[CH:21][CH:22]=3)[CH:17]=[C:16]2C(O)=O)[C:10]2[C:5](=[CH:6][CH:7]=[CH:8][CH:9]=2)[CH:4]=[CH:3][CH:2]=1.C(N1C=CN=C1)(N1C=CN=C1)=O.[C:46]([O:52][CH2:53][CH3:54])(=[O:51])[CH2:47][C:48]([O-])=[O:49].[K+].[Cl-].[Mg+2].[Cl-]>O1CCCC1.C(#N)C.C(N(CC)CC)C>[C:1]1([O:11][CH2:12][CH2:13][CH2:14][N:15]2[C:23]3[C:18](=[C:19]([C:24]4[CH:29]=[CH:28][CH:27]=[CH:26][C:25]=4[CH3:30])[CH:20]=[CH:21][CH:22]=3)[CH:17]=[C:16]2[C:48](=[O:49])[CH2:47][C:46]([O:52][CH2:53][CH3:54])=[O:51])[C:10]2[C:5](=[CH:6][CH:7]=[CH:8][CH:9]=2)[CH:4]=[CH:3][CH:2]=1 |f:2.3,4.5.6|. Procedure details: A solution of 1-(3-(naphthalen-1-yloxy)propyl)-4-o-tolyl-1H-indole-2-carboxylic acid (EXAMPLE 103) (536 mg) and 1,1′-carbonyldiimidazole (200 mg) in tetrahydrofuran (10 ml) was stirred at room temperature. overnight. To a suspension of potassium ethyl malonate (419 mg) in acetonitrile (10 ml) and triethylamine (0.515 ml) was added magnesium chloride (300 mg) and the mixture was stirred at room temperature for 4 hours then cooled in an ice bath. The above-prepared solution was added dropwise to t...